Task: describe an organic reaction: reactants, conditions, products, and yield. Dataset: the Open Reaction Database (ORD), a public repository of structured organic reaction records The reactants are FC1=C(C=CC(=C1)[N+](=O)[O-])OC1=CC=CC=C1 (2-Fluoro-4-nitro-1-phenoxybenzene). Reagents/catalysts: [Pd] (Pd/C). The solvent is CCO (EtOH). Conditions: time 8 hour. The product is FC=1C=C(C=CC1OC1=CC=CC=C1)N (3-fluoro-4-phenoxybenzenamine). RXN SMILES: [F:1][C:2]1[CH:7]=[C:6]([N+:8]([O-])=O)[CH:5]=[CH:4][C:3]=1[O:11][C:12]1[CH:17]=[CH:16][CH:15]=[CH:14][CH:13]=1>CCO.[Pd]>[F:1][C:2]1[CH:7]=[C:6]([NH2:8])[CH:5]=[CH:4][C:3]=1[O:11][C:12]1[CH:17]=[CH:16][CH:15]=[CH:14][CH:13]=1. Procedure details: 2-Fluoro-4-nitro-1-phenoxybenzene and 7.2 g of 10% Pd/C were dissolved in 200 mL EtOH and stirred under 1 atmosphere of H2 overnight. The reaction mixture was filtered through Celite with the aid of 50 mL EtOH and concentrated to provide 3-fluoro-4-phenoxybenzenamine as an oil which was used in Step C without further purification. Yield: 23.0%. The product is COC=1C=C(C=C(C1OC)OC)NC1=NC(=CN=C1)OC=1C=2CCC(C2C=CC1)=O (2-(3,4,5-Trimethoxyphenylamino)-6-(indanone-4-oxy)-pyrazine). Reactants: ClC1=NC(=CN=C1)OC=1C=2CCC(C2C=CC1)=O (2-chloro-6-(indanone-4-oxy)-pyrazine), COC=1C=C(N)C=C(C1OC)OC (3,4,5-trimethoxyaniline). Procedure details: Using Method EE with 2-chloro-6-(indanone-4-oxy)-pyrazine (200 mg, 0.77 mmol) and 3,4,5-trimethoxyaniline (169 mg, 0.92 mmol), and purification by column chromatography (AcOEt), the title compound was obtained (71 mg). Yield: 23%. 1H NMR (250 MHz, DMSO-d6) δ 2.69 (t, 2H, H3, J=3.7 Hz), 2.98 (t, 2H, H2, J=5.2 Hz), 3.43 (s, 6H, [CH3O]3+5), 3.59 (s, 3H, [CH3O]4), 6.75 (s, 2H, Harom2′+6′), 7.56-7.62 (m, 3H, Harom), 7.90 (s, 1H, HPz 5), 8.04 (s, 1H, HPz 3), 9.62 (s, 1H, NH). m/z: 408.1 [(M+H)+, calcd... RXN SMILES: Cl[C:2]1[CH:7]=[N:6][CH:5]=[C:4]([O:8][C:9]2[C:10]3[CH2:11][CH2:12][C:13](=[O:18])[C:14]=3[CH:15]=[CH:16][CH:17]=2)[N:3]=1.[CH3:19][O:20][C:21]1[CH:22]=[C:23]([CH:25]=[C:26]([O:30][CH3:31])[C:27]=1[O:28][CH3:29])[NH2:24]>CCOC(C)=O>[CH3:31][O:30][C:26]1[CH:25]=[C:23]([NH:24][C:2]2[CH:7]=[N:6][CH:5]=[C:4]([O:8][C:9]3[C:10]4[CH2:11][CH2:12][C:13](=[O:18])[C:14]=4[CH:15]=[CH:16][CH:17]=3)[N:3]=2)[CH:22]=[C:21]([O:20][CH3:19])[C:27]=1[O:28][CH3:29]. The solvent is CCOC(=O)C (AcOEt). Starting materials: CO, Cc1ccc(-c2c(Cl)ncnc2Cl)cc1, N. Yields the product Cc1ccc(-c2c(N)ncnc2Cl)cc1. RXN SMILES: [CH3:17][OH:18].[Cl:1][c:2]1[n:3][cH:4][n:5][c:6]([Cl:15])[c:7]1-[c:8]1[cH:9][cH:10][c:11]([CH3:14])[cH:12][cH:13]1.[NH3:16]>>[Cl:1][c:2]1[n:3][cH:4][n:5][c:6]([NH2:16])[c:7]1-[c:8]1[cH:9][cH:10][c:11]([CH3:14])[cH:12][cH:13]1. Starting materials: CS(=O)(=O)C1=NC(=CC(=C1)[C@H](CC)NC(=O)C=1C2=C(C=NC1)N(N=C2)C2=CC=C(C=C2)F)OC (1-(4-fluorophenyl)-1H-pyrazolo[3,4-c]pyridine-4-carboxylic acid [(S)-1-(2-methanesulfonyl-6-methoxy-pyridin-4-yl)-propyl]-amide), Br (hydrobromic acid). The solvent is O (water). Reaction conditions: time 5 hour. The product is CS(=O)(=O)C1=CC(=CC(N1)=O)[C@H](CC)NC(=O)C=1C2=C(C=NC1)N(N=C2)C2=CC=C(C=C2)F (1-(4-Fluorophenyl)-1H-pyrazolo[3,4-c]pyridine-4-carboxylic acid [(S)-1-(6-methanesulfonyl-2-oxo-1,2-dihydropyridin-4-yl)-propyl]-amide). Reaction SMILES: [CH3:1][S:2]([C:5]1[CH:10]=[C:9]([C@@H:11]([NH:14][C:15]([C:17]2[C:18]3[CH:25]=[N:24][N:23]([C:26]4[CH:31]=[CH:30][C:29]([F:32])=[CH:28][CH:27]=4)[C:19]=3[CH:20]=[N:21][CH:22]=2)=[O:16])[CH2:12][CH3:13])[CH:8]=[C:7]([O:33]C)[N:6]=1)(=[O:4])=[O:3].Br>O>[CH3:1][S:2]([C:5]1[NH:6][C:7](=[O:33])[CH:8]=[C:9]([C@@H:11]([NH:14][C:15]([C:17]2[C:18]3[CH:25]=[N:24][N:23]([C:26]4[CH:31]=[CH:30][C:29]([F:32])=[CH:28][CH:27]=4)[C:19]=3[CH:20]=[N:21][CH:22]=2)=[O:16])[CH2:12][CH3:13])[CH:10]=1)(=[O:3])=[O:4]. Reported procedure: A solution of 1-(4-fluorophenyl)-1H-pyrazolo[3,4-c]pyridine-4-carboxylic acid [(S)-1-(2-methanesulfonyl-6-methoxy-pyridin-4-yl)-propyl]-amide (0.150 g, 310 mmol) in 48% aqueous hydrobromic acid (7.0 mL, 42 mmol) was warmed at 60° C. After 5 hours, the mixture was cooled to room temperature, diluted with water (25 mL) and extracted with ethyl acetate (4×20 mL). The combined organic layers were washed with saturated sodium bicarbonate (4×20 mL), brine (20 mL), dried over sodium sulfate and concent... Starting materials: NC1=CC=CC=C1 (aniline), FC1=C(C=C(C=C1F)C(F)(F)F)[N+](=O)[O-] (2,3-difluoro-1-nitro-5-trifluoromethylbenzene), ClCCl (Dichloromethane). Reaction conditions: temperature 110 celsius, time 1 hour. Product: FC1=CC(=CC2=C1N(C=N2)C2=CC=CC=C2)C(F)(F)F (7-fluoro-1-phenyl-5-trifluoromethylbenzimidazole). Yield: 87.0%. As a reaction SMILES: [NH2:1][C:2]1[CH:7]=[CH:6][CH:5]=[CH:4][CH:3]=1.F[C:9]1[C:14]([F:15])=[CH:13][C:12]([C:16]([F:19])([F:18])[F:17])=[CH:11][C:10]=1[N+:20]([O-])=O.Cl[CH2:24]Cl>>[F:15][C:14]1[C:9]2[N:1]([C:2]3[CH:7]=[CH:6][CH:5]=[CH:4][CH:3]=3)[CH:24]=[N:20][C:10]=2[CH:11]=[C:12]([C:16]([F:19])([F:18])[F:17])[CH:13]=1. Reported procedure: A mixture of aniline (1.12 ml, 12.3 mmol) and 2,3-difluoro-1-nitro-5-trifluoromethylbenzene (2.8 g, 12.3 mmol) was heated at 110° C. for 24 h. Dichloromethane was added and the resulting precipitate filtered off. The filtrate was concentrated under reduced pressure then redissolved in ethyl acetate. 10% Palladium on carbon (0.5 g, Degussa) was added and the resulting suspension hydrogenated at 5 bar for 1 h. The reaction mixture was filtered through celite, washed with ethyl acetate and, the fil...